From a dataset of the Open Reaction Database (ORD), a public repository of structured organic reaction records. describe an organic reaction: reactants, conditions, products, and yield The reactants are C1(=CC=CC=C1)S(=O)(=O)N1C=C(C=2C1=NC=C(C2)C=C(C)C)C=2C=NN(C2)CCN2CCOCC2 (1-Benzenesulfonyl-5-(2-methyl-propenyl)-3-[1-(2-morpholin-4-yl-ethyl)-1H-pyrazol-4-yl]-1H-pyrrolo[2,3-b]pyridine). Reagents/catalysts: [OH-].[OH-].[Pd+2] (Pd(OH)2). Run in CO (MeOH). Reaction conditions: time 24 hour. The product is C1(=CC=CC=C1)S(=O)(=O)N1C=C(C=2C1=NC=C(C2)CC(C)C)C=2C=NN(C2)CCN2CCOCC2 (1-Benzenesulfonyl-5-isobutyl-3-[1-(2-morpholin-4-yl-ethyl)-1H-pyrazol-4-yl]-1H-pyrrolo[2,3-b]pyridine). The yield is 83.3%. RXN SMILES: [C:1]1([S:7]([N:10]2[C:14]3=[N:15][CH:16]=[C:17]([CH:19]=[C:20]([CH3:22])[CH3:21])[CH:18]=[C:13]3[C:12]([C:23]3[CH:24]=[N:25][N:26]([CH2:28][CH2:29][N:30]4[CH2:35][CH2:34][O:33][CH2:32][CH2:31]4)[CH:27]=3)=[CH:11]2)(=[O:9])=[O:8])[CH:6]=[CH:5][CH:4]=[CH:3][CH:2]=1>CO.[OH-].[OH-].[Pd+2]>[C:1]1([S:7]([N:10]2[C:14]3=[N:15][CH:16]=[C:17]([CH2:19][CH:20]([CH3:21])[CH3:22])[CH:18]=[C:13]3[C:12]([C:23]3[CH:24]=[N:25][N:26]([CH2:28][CH2:29][N:30]4[CH2:31][CH2:32][O:33][CH2:34][CH2:35]4)[CH:27]=3)=[CH:11]2)(=[O:9])=[O:8])[CH:2]=[CH:3][CH:4]=[CH:5][CH:6]=1 |f:2.3.4|. Procedure details: To a solution of 93 (80 mg, 0.18 mmol) in MeOH (4 mL) was added 20% Pd(OH)2 on C (30 mg, cat.), and the reaction mixture was stirred vigorously under H2 for 24 h. The mixture was then filtered through Celite, which was then washed with MeOH:CH2Cl2=1:1 (v/v; 50 mL). The solutions were combined and concentrated to afford 94 as a foam (66 mg, 0.15 mmol, 82%). 1H NMR (400 MHz, CDCl3) δ 0.84 (d, J=6.6 Hz, 2H), 1.40 (t, J=7.1 Hz, 3H), 1.80 (nonet, J=6.7 Hz, 1H), 2.50 (d, J=7.3 Hz, 2H), 2.49-2.60 (m, 4... Starting materials: O=C(NC1(Cc2ccc(OCc3ccccc3)cc2)CCCCN(Cc2ccccc2)C1=O)N1CCC(N2Cc3ccccc3NC2=O)CC1, CCO. Yields the product O=C(NC1(Cc2ccc(O)cc2)CCCCN(Cc2ccccc2)C1=O)N1CCC(N2Cc3ccccc3NC2=O)CC1. RXN SMILES: [CH2:1]([c:2]1[cH:3][cH:4][cH:5][cH:6][cH:7]1)[N:8]1[C:9](=[O:50])[C:10]([CH2:15][c:16]2[cH:17][cH:18][c:19]([O:22][CH2:23][c:24]3[cH:25][cH:26][cH:27][cH:28][cH:29]3)[cH:20][cH:21]2)([NH:30][C:31](=[O:32])[N:33]2[CH2:34][CH2:35][CH:36]([N:39]3[C:40](=[O:49])[NH:41][c:42]4[cH:43][cH:44][cH:45][cH:46][c:47]4[CH2:48]3)[CH2:37][CH2:38]2)[CH2:11][CH2:12][CH2:13][CH2:14]1.[CH3:51][CH2:52][OH:53]>>[CH2:1]([c:2]1[cH:3][cH:4][cH:5][cH:6][cH:7]1)[N:8]1[C:9](=[O:50])[C:10]([CH2:15][c:16]2[cH:17][cH:18][c:19]([OH:22])[cH:20][cH:21]2)([NH:30][C:31](=[O:32])[N:33]2[CH2:34][CH2:35][CH:36]([N:39]3[C:40](=[O:49])[NH:41][c:42]4[cH:43][cH:44][cH:45][cH:46][c:47]4[CH2:48]3)[CH2:37][CH2:38]2)[CH2:11][CH2:12][CH2:13][CH2:14]1. The reactants are C(=C)N1C(CCC1)=O (N-vinyl pyrrolidone), N1C(CCC1)=O (pyrrolidone). The product is N1C(CCC1)=O (pyrrolidone), C(CCC#N)#N (succinonitrile). Reaction SMILES: C([N:3]1[CH2:7][CH2:6][CH2:5][C:4]1=[O:8])=C.[NH:9]1[CH2:13][CH2:12][CH2:11][C:10]1=O>>[NH:3]1[CH2:7][CH2:6][CH2:5][C:4]1=[O:8].[C:13](#[N:9])[CH2:12][CH2:11][C:10]#[N:3]. Procedure: The distillation residue, 59.1 grams, is dissolved in 16.2 grams water and mixed with 60 grams toluene. While stirring, carbon dioxide is then passed through the mixture until the pH is approximately 13.2. The potassium pyrrolidonate remaining in the residue has then been converted into pyrrolidone and potassium carbonate. The supernatant toluene layer is separated off. The remaining mixture is then extracted four times, each time with 60 grams toluene. After evaporating the toluene from the com... Reactants: CO, C(=C/OS(=O)(c1ccc(cc1)C)=O)/F. Reagents/catalysts: c1ccc(cc1)-c2c3ccccc3cc4ccccc24 (9-Phenylanthracene), CN1CCOCC1 (NMM), P(c1ccccc1)(c1ccccc1)CCCP(c1ccccc1)c1ccccc1 (dppp), C(O[Pd]OC(C)=O)(C)=O (Pd(OAc)2). The solvent is CO (MeOH). Conditions: temperature 80 celsius, time 18 hour. The product is COC(=O)\C=C\F. RXN SMILES: Cc1[cH:3][cH:2][c:1](S([O:5]\[CH:6]=C\[F:7])(=O)=[O:4])cc1>>[CH3:6][O:5][C:1](\[CH:2]=[CH:3]\[F:7])=[O:4].